This data is from the Open Reaction Database (ORD), a public repository of structured organic reaction records. The task is: describe an organic reaction: reactants, conditions, products, and yield Reactants: O=C1CCC(=O)N1Br, O=C(OOC(=O)c1ccccc1)c1ccccc1, CCOC(=O)c1c(C)cccc1OC, CCOCC, ClC(Cl)(Cl)Cl. Reaction SMILES: [Br:15][N:16]1[C:17](=[O:18])[CH2:19][CH2:20][C:21]1=[O:22].[C:23]([O:24][O:25][C:26](=[O:27])[c:28]1[cH:29][cH:30][cH:31][cH:32][cH:33]1)(=[O:34])[c:35]1[cH:36][cH:37][cH:38][cH:39][cH:40]1.[CH3:1][O:2][c:3]1[c:4]([C:5](=[O:6])[O:7][CH2:8][CH3:9])[c:10]([CH3:14])[cH:11][cH:12][cH:13]1.[CH3:46][CH2:47][O:48][CH2:49][CH3:50].[Cl:41][C:42]([Cl:43])([Cl:44])[Cl:45]>>[CH3:1][O:2][c:3]1[c:4]([C:5](=[O:6])[O:7][CH2:8][CH3:9])[c:10]([CH2:14][Br:15])[cH:11][cH:12][cH:13]1. Yields the product CCOC(=O)c1c(CBr)cccc1OC. The reactants are CO (methanol), O (water), crude product, S(=O)(Cl)Cl (thionyl chloride), IC1=CC=C(C=C1)N1N=C(C(C=C1C)=O)C(=O)O (1-(4-iodophenyl)-1,4-dihydro-4-oxo-6-methylpyridazine-3-carboxylic acid). The solvent is C(Cl)(Cl)Cl (chloroform). Reaction conditions: temperature 0 celsius, time 15 minute. Product: IC1=CC=C(C=C1)N1N=C(C(C=C1C)=O)C(=O)OC (Methyl 1-(4-iodophenyl)-1,4-dihydro-4-oxo-6 -methylpyridazine-3-carboxylate). The yield is 47.0%. Reaction SMILES: [CH3:1]O.S(Cl)(Cl)=O.[I:7][C:8]1[CH:13]=[CH:12][C:11]([N:14]2[C:19]([CH3:20])=[CH:18][C:17](=[O:21])[C:16]([C:22]([OH:24])=[O:23])=[N:15]2)=[CH:10][CH:9]=1.O>C(Cl)(Cl)Cl>[I:7][C:8]1[CH:13]=[CH:12][C:11]([N:14]2[C:19]([CH3:20])=[CH:18][C:17](=[O:21])[C:16]([C:22]([O:24][CH3:1])=[O:23])=[N:15]2)=[CH:10][CH:9]=1. Reported procedure: To 50 ml of methanol, cooled to -5°, there is added dropwise 2.62 g (0.022 mol) of thionyl chloride (pot temperature maintained between -5° C. and 0° C.). The solution is stirred at 0° C. for 15 min and to it there is added 7.12 g (0.02 mol) of 1-(4-iodophenyl)-1,4-dihydro-4-oxo-6-methylpyridazine-3-carboxylic acid. (See Example 3). The suspension formed is stirred at room temperature for 3 days and to it there is added 200 ml of water. The suspension that forms is stirred at room temperature fo... Reactants: Cl[Sn](Cl)(Cl)Cl (SnCl4), product, S(O)(O)(=O)=O (sulfuric acid), water ice, P(Cl)(Cl)Cl (PCl3), C1CCC2=CC=CC=C12 (indan), C1(CCC(=O)O1)=O (succinic anhydride), water ice, Cl (hydrochloric acid), [OH-].[Na+] (sodium hydroxide), [Al+3].[Cl-].[Cl-].[Cl-] (AlCl3). Reagents/catalysts: [Pd] (Pd/C). The solvent is CO (methanol), C(Cl)Cl (methylene chloride), O1CCOCC1 (dioxane), C(C)O (ethanol), ClCCl.[N+](=O)([O-])C (dichloromethane nitromethane). Run at temperature 2.5 celsius, time 1 hour. Product: C1CCC=2C1=CC=1CCCC(C1C2)=O (1,2,3,6,7,8-Hexahydro-5H-cyclopenta[b]naphthalen-5-one). The yield is 17.2%. As a reaction SMILES: [Al+3].[Cl-].[Cl-].[Cl-].[CH2:5]1[C:13]2[C:8](=[CH:9][CH:10]=[CH:11][CH:12]=2)[CH2:7][CH2:6]1.[C:14]1(=O)O[C:17](=[O:18])[CH2:16][CH2:15]1.Cl.S(=O)(=O)(O)O.[OH-].[Na+].P(Cl)(Cl)Cl.Cl[Sn](Cl)(Cl)Cl>ClCCl.[N+](C)([O-])=O.O1CCOCC1.C(O)C.CO.C(Cl)Cl.[Pd]>[CH2:5]1[C:13]2=[CH:12][C:11]3[CH2:14][CH2:15][CH2:16][C:17](=[O:18])[C:10]=3[CH:9]=[C:8]2[CH2:7][CH2:6]1 |f:0.1.2.3,8.9,12.13|. Procedure: A suspension of 61 g (0.457 mol) of anhydrous AlCl3 in 188 ml of a dichloromethane/nitromethane=8/1 mixture is cooled to 0-5° C. and 22.15 g of indan and, in portions, 22.5 g (0.225 mol) of succinic anhydride are added thereto. After one hour at 0° C., the medium is poured into a water/ice mixture, hydrochloric acid at 37% is added until a clear solution is obtained. The medium is extracted with ethyl acetate, washed with water, the organic phase is dried and the solvent is evaporated off under ... The reactants are C(C)(=O)O[C@H]1[C@@H](OC2=CC=C(C=C2)C)O[C@@H]([C@@H]([C@@H]1OC(C)=O)OC(C)=O)COC(C)=O (4-methylphenyl 2,3,4,6-tetra-O-acetyl-α-D-galactopyranoside), BrN1C(=O)N(C(=O)C1(C)C)Br (1,3-dibromo 5,5-dimethylhydantoine), tetrachloride. Run in carbone. Product: C(C)(=O)O[C@H]1[C@@H](OC2=CC=C(C=C2)CBr)O[C@@H]([C@@H]([C@@H]1OC(C)=O)OC(C)=O)COC(C)=O (4-bromomethylphenyl 2,3,4,6-tetra-O-acetyl-α-D-galactopyranoside), CO (methanol). Yield: 76.0%. Reaction SMILES: [C:1]([O:4][C@@H:5]1[C@@H:18]([O:19][C:20](=[O:22])[CH3:21])[C@@H:17]([O:23][C:24](=[O:26])[CH3:25])[C@@H:16]([CH2:27][O:28][C:29](=[O:31])[CH3:30])[O:15][C@@H:6]1[O:7][C:8]1[CH:13]=[CH:12][C:11]([CH3:14])=[CH:10][CH:9]=1)(=[O:3])[CH3:2].[Br:32]N1C(C)(C)C(=O)N(Br)[C:34]1=[O:35]>>[C:1]([O:4][C@@H:5]1[C@@H:18]([O:19][C:20](=[O:22])[CH3:21])[C@@H:17]([O:23][C:24](=[O:26])[CH3:25])[C@@H:16]([CH2:27][O:28][C:29](=[O:31])[CH3:30])[O:15][C@@H:6]1[O:7][C:8]1[CH:9]=[CH:10][C:11]([CH2:14][Br:32])=[CH:12][CH:13]=1)(=[O:3])[CH3:2].[CH3:34][OH:35]. Reported procedure: 1.4 g (3.2 mmoles) of 4-methylphenyl 2,3,4,6-tetra-O-acetyl-α-D-galactopyranoside (71) and 0.46 g (1.6 mmole) of 1,3-dibromo 5,5-dimethylhydantoine are added in 100 ml of carbone tetrachloride, and the mixture est refluxed under irradiation with light (1 000 W) for 15 minutes. After cooling, the reaction medium is filtered and the filtrate is then evaporated to dryness. 3.5 g of 4-bromomethylphenyl 2,3,4,6-tetra-O-acetyl-α-D-galactopyranoside (72) are isolated by crystallization from methanol (y... The reactants are CCCO, C=CC(C)(C)C1(COc2ccc(-c3ccccc3)cc2)CO1, c1c[nH]cn1. RXN SMILES: [CH2:28]([OH:29])[CH2:30][CH3:31].[c:1]1(-[c:17]2[cH:18][cH:19][cH:20][cH:21][cH:22]2)[cH:2][cH:3][c:4]([O:7][CH2:8][C:9]2([C:12]([CH:13]=[CH2:14])([CH3:15])[CH3:16])[O:10][CH2:11]2)[cH:5][cH:6]1.[nH:23]1[cH:24][n:25][cH:26][cH:27]1>>[c:1]1(-[c:17]2[cH:18][cH:19][cH:20][cH:21][cH:22]2)[cH:2][cH:3][c:4]([O:7][CH2:8][C:9]([OH:10])([CH2:11][n:23]2[cH:24][n:25][cH:26][cH:27]2)[C:12]([CH:13]=[CH2:14])([CH3:15])[CH3:16])[cH:5][cH:6]1. Yields the product C=CC(C)(C)C(O)(COc1ccc(-c2ccccc2)cc1)Cn1ccnc1.